This data is from the Open Reaction Database (ORD), a public repository of structured organic reaction records. The task is: describe an organic reaction: reactants, conditions, products, and yield Starting materials: COCC1CCCN1, O=C(O)c1cnoc1-c1ccc(C(F)(F)F)cc1. Product: COCC1CCCN1C(=O)c1cnoc1-c1ccc(C(F)(F)F)cc1. Reaction SMILES: [CH3:19][O:20][CH2:21][CH:22]1[NH:23][CH2:24][CH2:25][CH2:26]1.[F:1][C:2]([c:3]1[cH:4][cH:5][c:6](-[c:9]2[c:10]([C:14](=[O:15])[OH:16])[cH:11][n:12][o:13]2)[cH:7][cH:8]1)([F:17])[F:18]>>[F:1][C:2]([c:3]1[cH:4][cH:5][c:6](-[c:9]2[c:10]([C:14](=[O:16])[N:23]3[CH:22]([CH2:21][O:20][CH3:19])[CH2:26][CH2:25][CH2:24]3)[cH:11][n:12][o:13]2)[cH:7][cH:8]1)([F:17])[F:18]. Starting materials: 4E, C(C)OC(C(C)(C)OC1=CC(=CC2=CC=CC=C12)O)=O (2-(3-hydroxy-naphthalen-1-yloxy)-2-methyl-propionic acid ethyl ester), C1(CC1)C1=NC(=NC=C1CCO)C1=CC=C(C=C1)C(F)(F)F (2-[4-cyclopropyl-2-(4-trifluoromethyl-phenyl)-pyrimidin-5-yl]-ethanol). Yields the product C(C)OC(C(C)(C)OC1=CC(=CC2=CC=CC=C12)OCCC=1C(=NC(=NC1)C1=CC=C(C=C1)C(F)(F)F)C1CC1)=O (2-(3-{2-[4-cyclopropyl-2-(4-trifluoromethyl-phenyl)-pyrimidin-5-yl]-ethoxy}-naphthalen-1-yloxy)-2-methyl-propionic acid ethyl ester). As a reaction SMILES: [CH2:1]([O:3][C:4](=[O:20])[C:5]([O:8][C:9]1[C:18]2[C:13](=[CH:14][CH:15]=[CH:16][CH:17]=2)[CH:12]=[C:11]([OH:19])[CH:10]=1)([CH3:7])[CH3:6])[CH3:2].[CH:21]1([C:24]2[C:29]([CH2:30][CH2:31]O)=[CH:28][N:27]=[C:26]([C:33]3[CH:38]=[CH:37][C:36]([C:39]([F:42])([F:41])[F:40])=[CH:35][CH:34]=3)[N:25]=2)[CH2:23][CH2:22]1>>[CH2:1]([O:3][C:4](=[O:20])[C:5]([O:8][C:9]1[C:18]2[C:13](=[CH:14][CH:15]=[CH:16][CH:17]=2)[CH:12]=[C:11]([O:19][CH2:31][CH2:30][C:29]2[C:24]([CH:21]3[CH2:23][CH2:22]3)=[N:25][C:26]([C:33]3[CH:38]=[CH:37][C:36]([C:39]([F:42])([F:40])[F:41])=[CH:35][CH:34]=3)=[N:27][CH:28]=2)[CH:10]=1)([CH3:7])[CH3:6])[CH3:2]. Reported procedure: A] In analogy to the procedures described in example 4D] and 4E], 2-(3-hydroxy-naphthalen-1-yloxy)-2-methyl-propionic acid ethyl ester (example 14C]) was reacted with 2-[4-cyclopropyl-2-(4-trifluoromethyl-phenyl)-pyrimidin-5-yl]-ethanol (example 16B]) to give 2-(3-{2-[4-cyclopropyl-2-(4-trifluoromethyl-phenyl)-pyrimidin-5-yl]-ethoxy}-naphthalen-1-yloxy)-2-methyl-propionic acid ethyl ester, which was subsequently saponified to yield the title compound as light yellow solid. The reactants are COC1=CC2=C(NC(C(S2)CCCCN2CCN(CC2)C2=NC=CC(=C2)C)=O)C=C1 (7-methoxy-2-{4-[4-(4-methylpyridin-2-yl)-piperazin-1-yl]-butyl}-2H-1,4-benzothiazine-3(4H)-one), B(Br)(Br)Br (boron tribromide), C(Cl)(Cl)Cl (chloroform), C(O)([O-])=O.[Na+] (sodium hydrogen carbonate). Run in C(Cl)Cl (methylene chloride), ClCCl (dichloromethane). Run at temperature -5 celsius, time 30 minute. Yields the product OC1=CC2=C(NC(C(S2)CCCCN2CCN(CC2)C2=NC=CC(=C2)C)=O)C=C1 (7-hydroxy-2-{4-[4-(4-methylpyridin-2-yl)-piperazin-1-yl]butyl}-2H-1,4-benzothiazine-3(4H)-one). RXN SMILES: C[O:2][C:3]1[CH:30]=[CH:29][C:6]2[NH:7][C:8](=[O:28])[CH:9]([CH2:11][CH2:12][CH2:13][CH2:14][N:15]3[CH2:20][CH2:19][N:18]([C:21]4[CH:26]=[C:25]([CH3:27])[CH:24]=[CH:23][N:22]=4)[CH2:17][CH2:16]3)[S:10][C:5]=2[CH:4]=1.B(Br)(Br)Br.C(=O)([O-])O.[Na+].C(Cl)(Cl)Cl>C(Cl)Cl>[OH:2][C:3]1[CH:30]=[CH:29][C:6]2[NH:7][C:8](=[O:28])[CH:9]([CH2:11][CH2:12][CH2:13][CH2:14][N:15]3[CH2:20][CH2:19][N:18]([C:21]4[CH:26]=[C:25]([CH3:27])[CH:24]=[CH:23][N:22]=4)[CH2:17][CH2:16]3)[S:10][C:5]=2[CH:4]=1 |f:2.3|. Reported procedure: 360 mg of 7-methoxy-2-{4-[4-(4-methylpyridin-2-yl)-piperazin-1-yl]-butyl}-2H-1,4-benzothiazine-3(4H)-one (see Example 19) prepared analogously to Example 1 were added to 5 ml of dichloromethane with exclusion of moisture. After cooling to -5° C., a solution of 0.73 g of boron tribromide in 1 ml of methylene chloride was added dropwise with stirring. Stirring was then continued for a further 30 minutes at room temperature. The reaction mixture was worked up by adding it with stirring to a mixture... The reactants are NCc1ccc2c(c1)OCO2, COC(=O)C=Cc1cccc(S(=O)(=O)Cl)c1, [Na+], O=C([O-])O, C1COCCO1, O. The product is COC(=O)C=Cc1cccc(S(=O)(=O)NCc2ccc3c(c2)OCO3)c1. RXN SMILES: [CH2:17]([c:18]1[cH:19][c:20]2[c:24]([cH:25][cH:26]1)[O:23][CH2:22][O:21]2)[NH2:27].[CH3:1][O:2][C:3]([CH:4]=[CH:5][c:6]1[cH:7][c:8]([S:12](=[O:13])(=[O:14])[Cl:15])[cH:9][cH:10][cH:11]1)=[O:16].[Na+:32].[O-:28][C:29]([OH:30])=[O:31].[O:33]1[CH2:34][CH2:35][O:36][CH2:37][CH2:38]1.[OH2:39]>>[CH3:1][O:2][C:3]([CH:4]=[CH:5][c:6]1[cH:7][c:8]([S:12](=[O:13])(=[O:14])[NH:27][CH2:17][c:18]2[cH:19][c:20]3[c:24]([cH:25][cH:26]2)[O:23][CH2:22][O:21]3)[cH:9][cH:10][cH:11]1)=[O:16]. Starting materials: O (water), COC(C1=C(C=C(C(=C1)F)C(F)(F)F)[N+](=O)[O-])=O (5-fluoro-2-nitro-4-trifluoromethyl-benzoic acid methyl ester), COCC1=CC=C(C=C1)C=1N=CNC1 (4-(4-methoxymethyl-phenyl)-1H-imidazole), C(C)(=O)OCC (ethyl acetate). Solvent: O1CCCC1 (tetrahydrofuran). Reported procedure: A mixture of 1.00 g (3.74 mmol) of 5-fluoro-2-nitro-4-trifluoromethyl-benzoic acid methyl ester and 0.775 g (4.12 mmol) of 4-(4-methoxymethyl-phenyl)-1H-imidazole in 10 ml of tetrahydrofuran are refluxed for 2 hours. After cooling, the reaction mixture is distributed between ethyl acetate and water, the organic phase separated and washed with brine, dried over Na2SO4 and concentrated to dryness. The residue is purified by flash chromatography on silica (40-63 μm particle size) with ethyl acetate... RXN SMILES: [CH3:1][O:2][C:3](=[O:18])[C:4]1[CH:9]=[C:8](F)[C:7]([C:11]([F:14])([F:13])[F:12])=[CH:6][C:5]=1[N+:15]([O-:17])=[O:16].[CH3:19][O:20][CH2:21][C:22]1[CH:27]=[CH:26][C:25]([C:28]2[N:29]=[CH:30][NH:31][CH:32]=2)=[CH:24][CH:23]=1.C(OCC)(=O)C.O>O1CCCC1>[CH3:1][O:2][C:3](=[O:18])[C:4]1[CH:9]=[C:8]([N:31]2[CH:32]=[C:28]([C:25]3[CH:24]=[CH:23][C:22]([CH2:21][O:20][CH3:19])=[CH:27][CH:26]=3)[N:29]=[CH:30]2)[C:7]([C:11]([F:14])([F:13])[F:12])=[CH:6][C:5]=1[N+:15]([O-:17])=[O:16]. The yield is 95.2%. Yields the product COC(C1=C(C=C(C(=C1)N1C=NC(=C1)C1=CC=C(C=C1)COC)C(F)(F)F)[N+](=O)[O-])=O (5-[4-(4-methoxymethyl-phenyl)-imidazol-1-yl]-2-nitro-4-trifluoromethyl-benzoic acid methyl ester). Reactants: C1CCOC1, O=C(COc1c(I)cc(C(=O)c2cc(I)c(O)c(I)c2)cc1I)OCc1ccccc1, Cl, [Li+], [OH-]. Product: O=C(O)COc1c(I)cc(C(=O)c2cc(I)c(O)c(I)c2)cc1I. Reaction SMILES: [CH2:35]1[O:36][CH2:37][CH2:38][CH2:39]1.[CH2:3]([c:4]1[cH:5][cH:6][cH:7][cH:8][cH:9]1)[O:10][C:11]([CH2:12][O:13][c:14]1[c:15]([I:32])[cH:16][c:17]([C:21]([c:22]2[cH:23][c:24]([I:30])[c:25]([OH:29])[c:26]([I:28])[cH:27]2)=[O:31])[cH:18][c:19]1[I:20])=[O:33].[ClH:34].[Li+:1].[OH-:2]>>[O:10]=[C:11]([CH2:12][O:13][c:14]1[c:15]([I:32])[cH:16][c:17]([C:21]([c:22]2[cH:23][c:24]([I:30])[c:25]([OH:29])[c:26]([I:28])[cH:27]2)=[O:31])[cH:18][c:19]1[I:20])[OH:33].